From a dataset of the Open Reaction Database (ORD), a public repository of structured organic reaction records. describe an organic reaction: reactants, conditions, products, and yield Starting materials: BrCCCCCCCCCCCCO (12-bromo-1-dodecanol), C1(=CC=CC=C1)CCCC(=O)O (4-phenylbutyric acid). Yields the product BrCCCCCCCCCCCCOC(CCCC1=CC=CC=C1)=O ((12-Bromo-1-dodecyl)4-phenylbutanoate). Yield: 85.0%. Reaction SMILES: [Br:1][CH2:2][CH2:3][CH2:4][CH2:5][CH2:6][CH2:7][CH2:8][CH2:9][CH2:10][CH2:11][CH2:12][CH2:13][OH:14].[C:15]1([CH2:21][CH2:22][CH2:23][C:24](O)=[O:25])[CH:20]=[CH:19][CH:18]=[CH:17][CH:16]=1>>[Br:1][CH2:2][CH2:3][CH2:4][CH2:5][CH2:6][CH2:7][CH2:8][CH2:9][CH2:10][CH2:11][CH2:12][CH2:13][O:14][C:24](=[O:25])[CH2:23][CH2:22][CH2:21][C:15]1[CH:20]=[CH:19][CH:18]=[CH:17][CH:16]=1. Reported procedure: From 12-bromo-1-dodecanol and 4-phenylbutyric acid. Yield: 85% (oil).